Dataset: the Open Reaction Database (ORD), a public repository of structured organic reaction records. Task: describe an organic reaction: reactants, conditions, products, and yield Yield: 71.0%. Yields the product OC(COC1=C2C=CN(C2=CC=C1)S(=O)(=O)C1=CC=C(C=C1)C)CNC(C)C (4-(2-hydroxy-3-isopropylaminopropoxy)-1-p-toluenesulfonyl indole). The solvent is ClC(C)Cl (dichloroethane), ClC(C)Cl (dichloroethane). Procedure: To a solution of 4'-isopropylaminomethyl-5-bromo-1-p-toluenesulfonyl-4,5,6,7-tetrahydroindole-4-spiro-2'-[1,3]-dioxolane (100 parts) in dichloroethane (1000 parts) is added a solution of boron trichloride (2 molar equivalents) in dichloroethane (500 parts) at -19° C. The mixture is allowed to warm to room temperature and to stand for 50 hours. The reaction mixture is washed with aqueous sodium hydroxide at pH 10 and water, dried and concentrated. The residue is crystallized from hexane-benzene t... Conditions: time 50 hour. Reaction SMILES: [CH:1]([NH:4][CH2:5][CH:6]1[CH2:10][O:9][C:8]2([CH:18](Br)[CH2:17][CH2:16][C:15]3[N:14]([S:20]([C:23]4[CH:28]=[CH:27][C:26]([CH3:29])=[CH:25][CH:24]=4)(=[O:22])=[O:21])[CH:13]=[CH:12][C:11]2=3)[O:7]1)([CH3:3])[CH3:2].B(Cl)(Cl)Cl>ClC(Cl)C>[OH:7][CH:6]([CH2:5][NH:4][CH:1]([CH3:3])[CH3:2])[CH2:10][O:9][C:8]1[CH:18]=[CH:17][CH:16]=[C:15]2[C:11]=1[CH:12]=[CH:13][N:14]2[S:20]([C:23]1[CH:24]=[CH:25][C:26]([CH3:29])=[CH:27][CH:28]=1)(=[O:22])=[O:21]. The reactants are C(C)(C)NCC1OC2(OC1)C=1C=CN(C1CCC2Br)S(=O)(=O)C2=CC=C(C=C2)C (4'-isopropylaminomethyl-5-bromo-1-p-toluenesulfonyl-4,5,6,7-tetrahydroindole-4-spiro-2'-[1,3]-dioxolane), B(Cl)(Cl)Cl (boron trichloride).